This data is from the Open Reaction Database (ORD), a public repository of structured organic reaction records. The task is: describe an organic reaction: reactants, conditions, products, and yield The reactants are CN1C(NC=2C1=NC(=CC2)C2=C(C#N)C=CC=C2)=O (2-(3-methyl-2-oxo-2,3-dihydro-1H-imidazo[4,5-b]pyridin-5-yl)benzonitrile), CC1(CC1)CO (1-methylcyclopropanemethanol), N(=NC(=O)OC(C)C)C(=O)OC(C)C (Diisopropyl azodicarboxylate), C1(=CC=CC=C1)P(C1=CC=CC=C1)C1=CC=CC=C1 (triphenylphosphine). Run in C(Cl)Cl (DCM). Conditions: time 1 hour. Yields the product CN1C(N(C=2C1=NC(=CC2)C2=C(C#N)C=CC=C2)CC2(CC2)C)=O (2-{3-methyl-1-[(1-methylcyclopropyl)methyl]-2-oxo-2,3-dihydro-1H-imidazo[4,5-b]pyridin-5-yl}benzonitrile). Reaction SMILES: [CH3:1][N:2]1[C:6]2=[N:7][C:8]([C:11]3[CH:18]=[CH:17][CH:16]=[CH:15][C:12]=3[C:13]#[N:14])=[CH:9][CH:10]=[C:5]2[NH:4][C:3]1=[O:19].[CH3:20][C:21]1([CH2:24]O)[CH2:23][CH2:22]1.N(C(OC(C)C)=O)=NC(OC(C)C)=O.C1(P(C2C=CC=CC=2)C2C=CC=CC=2)C=CC=CC=1>C(Cl)Cl>[CH3:1][N:2]1[C:6]2=[N:7][C:8]([C:11]3[CH:18]=[CH:17][CH:16]=[CH:15][C:12]=3[C:13]#[N:14])=[CH:9][CH:10]=[C:5]2[N:4]([CH2:20][C:21]2([CH3:24])[CH2:23][CH2:22]2)[C:3]1=[O:19]. Reported procedure: 2-(3-methyl-2-oxo-2,3-dihydro-1H-imidazo[4,5-b]pyridin-5-yl)benzonitrile (4-1) (50 mg, 0.2 mmol), 1-methylcyclopropanemethanol (52 mg, 0.6 mmol), Diisopropyl azodicarboxylate (121 mg, 0.6 mmol), and triphenylphosphine (157 mg, 0.6 mmol) were added to a microwave vial under nitrogen and dissolved with DCM (1 mL). The reaction was stirred for one hour, and desired product was observed via LCMS. The mixture was diluted with methanol and purified using reverse phase chromatography (10-100%, 0.1% TFA... As a reaction SMILES: [BH4-:14].[CH3:11][CH2:12][OH:13].[CH3:1][c:2]1[c:3]([CH:9]=[O:10])[s:4][c:5]([CH3:8])[c:6]1[CH3:7].[Na+:15].[OH2:16]>>[CH3:1][c:2]1[c:3]([CH2:9][OH:10])[s:4][c:5]([CH3:8])[c:6]1[CH3:7]. The reactants are [BH4-], CCO, Cc1sc(C=O)c(C)c1C, [Na+], O. The product is Cc1sc(CO)c(C)c1C. The reactants are [H-].[K+] (Potassium hydride), C(C=C)N(C(=O)NC1=CC=C(C=C1)OC1=CC=CC=C1)C1=CC=C(C=C1)OCC1=CC=CC=C1 (1-allyl-1-(4-benzyloxyphenyl)-3-(4-phenoxyphenyl)urea), C(C=C)Br (allyl bromide). Run in ClCCl (dichloromethane), C1CCOC1 (THF). Conditions: time 30 minute. Yields the product C(C=C)N(C(=O)N(C1=CC=C(C=C1)OCC1=CC=CC=C1)CC=C)C1=CC=C(C=C1)OC1=CC=CC=C1 (1,3-Diallyl-3-(4-benzyloxyphenyl)-1-(4-phenoxyphenyl)urea). As a reaction SMILES: [H-].[K+].[CH2:3]([N:6]([C:23]1[CH:28]=[CH:27][C:26]([O:29][CH2:30][C:31]2[CH:36]=[CH:35][CH:34]=[CH:33][CH:32]=2)=[CH:25][CH:24]=1)[C:7]([NH:9][C:10]1[CH:15]=[CH:14][C:13]([O:16][C:17]2[CH:22]=[CH:21][CH:20]=[CH:19][CH:18]=2)=[CH:12][CH:11]=1)=[O:8])[CH:4]=[CH2:5].[CH2:37](Br)[CH:38]=[CH2:39]>C1COCC1.ClCCl>[CH2:39]([N:9]([C:10]1[CH:11]=[CH:12][C:13]([O:16][C:17]2[CH:22]=[CH:21][CH:20]=[CH:19][CH:18]=2)=[CH:14][CH:15]=1)[C:7]([N:6]([CH2:3][CH:4]=[CH2:5])[C:23]1[CH:24]=[CH:25][C:26]([O:29][CH2:30][C:31]2[CH:36]=[CH:35][CH:34]=[CH:33][CH:32]=2)=[CH:27][CH:28]=1)=[O:8])[CH:38]=[CH2:37] |f:0.1|. Procedure details: Potassium hydride (30% in oil, 40 mg) was added to a solution of 1-allyl-1-(4-benzyloxyphenyl)-3-(4-phenoxyphenyl)urea (133 mg) in THF (3 mL) at −78° C. After 30 minutes, allyl bromide (30 μL) was added. After 14 hours at room temperature, the solution was diluted with dichloromethane and washed with saturated sodium bicarbonate solution. The organic phase was dried and concentrated. The product with the molecular weight of 490.61 (C32H30N2O3); MS (ESI): 491 ([M+H]+), was obtained in this way. Run in ClCCl (dichloromethane). Reactants: ClC1=NSC(=C1COC1=C(C=C(C=C1F)CCC(=O)OC(C)(C)C)F)C1=CC=C(C=C1)Cl (tert-butyl 3-(4-[[3-chloro-5-(4-chlorophenyl)-1,2-thiazol-4-yl]methoxy]-3,5-difluorophenyl)propanoate), C(=O)(C(F)(F)F)O (CF3COOH). Reported procedure: Into a 50-mL round-bottom flask, was placed tert-butyl 3-(4-[[3-chloro-5-(4-chlorophenyl)-1,2-thiazol-4-yl]methoxy]-3,5-difluorophenyl)propanoate (50 mg, 0.09 mmol, 1.00 equiv, 90%), CF3COOH (0.4 mL), dichloromethane (2 mL). The resulting solution was stirred overnight at 25° C. The resulting mixture was concentrated under vacuum. The resulting mixture was washed with 2×5 mL of methanol. The solids were collected by filtration. This resulted in 3.8 mg (9%) of 3-(4-[[3-chloro-5-(4-chlorophenyl)-1... Yields the product ClC1=NSC(=C1COC1=C(C=C(C=C1F)CCC(=O)O)F)C1=CC=C(C=C1)Cl (3-(4-[[3-chloro-5-(4-chlorophenyl)-1,2-thiazol-4-yl]methoxy]-3,5-difluorophenyl)propanoic acid). RXN SMILES: [Cl:1][C:2]1[C:6]([CH2:7][O:8][C:9]2[C:14]([F:15])=[CH:13][C:12]([CH2:16][CH2:17][C:18]([O:20]C(C)(C)C)=[O:19])=[CH:11][C:10]=2[F:25])=[C:5]([C:26]2[CH:31]=[CH:30][C:29]([Cl:32])=[CH:28][CH:27]=2)[S:4][N:3]=1.C(O)(C(F)(F)F)=O>ClCCl>[Cl:1][C:2]1[C:6]([CH2:7][O:8][C:9]2[C:14]([F:15])=[CH:13][C:12]([CH2:16][CH2:17][C:18]([OH:20])=[O:19])=[CH:11][C:10]=2[F:25])=[C:5]([C:26]2[CH:27]=[CH:28][C:29]([Cl:32])=[CH:30][CH:31]=2)[S:4][N:3]=1. Conditions: temperature 25 celsius, time 8 hour. Starting materials: CC(C)([O-])C.[Na+] (sodium tert-butoxide), BrC1=CC=C(C=C1)OC (4-bromoanisole), C1(=CC=CC=C1)COC=1C=C2CCCC(C2=CC1)=O (3,4-dihydro-6-(phenylmethoxy)-1(2H)-naphthalenone). The reagents and catalysts are C(C)(=O)[O-].[Pd+2].C(C)(=O)[O-] (Palladium acetate), C1(=CC=CC=C1)P(C1=C(C2=CC=CC=C2C=C1)C1=C(C=CC2=CC=CC=C12)P(C1=CC=CC=C1)C1=CC=CC=C1)C1=CC=CC=C1 (2,2′-bis(diphenylphosphino)-1,1′-binaphthyl). Run in O1CCOCC1 (1,4-dioxane). Run at temperature 70 celsius, time 1 hour. The product is OC1=C(C=CC2=CC(=CC=C12)OCC1=CC=CC=C1)C1=CC=C(C=C1)OC (1-Hydroxy-2-(4-methoxyphenyl)-6-(benzyloxy)naphthalene). The yield is 39.9%. As a reaction SMILES: CC(C)([O-])C.[Na+].Br[C:8]1[CH:13]=[CH:12][C:11]([O:14][CH3:15])=[CH:10][CH:9]=1.[C:16]1([CH2:22][O:23][C:24]2[CH:25]=[C:26]3[C:31](=[CH:32][CH:33]=2)[C:30](=[O:34])[CH2:29][CH2:28][CH2:27]3)[CH:21]=[CH:20][CH:19]=[CH:18][CH:17]=1>C([O-])(=O)C.[Pd+2].C([O-])(=O)C.C1(P(C2C=CC=CC=2)C2C=CC3C(=CC=CC=3)C=2C2C3C(=CC=CC=3)C=CC=2P(C2C=CC=CC=2)C2C=CC=CC=2)C=CC=CC=1.O1CCOCC1>[OH:34][C:30]1[C:31]2[C:26](=[CH:25][C:24]([O:23][CH2:22][C:16]3[CH:17]=[CH:18][CH:19]=[CH:20][CH:21]=3)=[CH:33][CH:32]=2)[CH:27]=[CH:28][C:29]=1[C:8]1[CH:13]=[CH:12][C:11]([O:14][CH3:15])=[CH:10][CH:9]=1 |f:0.1,4.5.6|. Procedure: Twelve liters of 1,4-dioxane were vacuum degassed and then combined with sodium tert-butoxide (1523 g, 15.84 mol), 4-bromoanisole (1845 g, 9.86 mol) and 3,4-dihydro-6-(phenylmethoxy)-1(2H)-naphthalenone (1002 g, 3.97 mol). The resulting red slurry was again degassed by pulling vacuum and purging the system with nitrogen. Palladium acetate (8.90 g, 0.0396 mol) and 2,2′-bis(diphenylphosphino)-1,1′-binaphthyl (25.9 g, 0.0416 mol) were added and the mixture was heated to 70° C. After 2.5 hours the t...